This data is from the Open Reaction Database (ORD), a public repository of structured organic reaction records. The task is: describe an organic reaction: reactants, conditions, products, and yield Reactants: BrC1=C(CNCC2CC2)C=CC=C1 ((2-bromobenzyl)cyclopropylmethylamine), C([O-])([O-])=O.[K+].[K+] (potassium carbonate), O (water), NC1=NC2=CC=C(C=C2C(=N1)C(=O)N1CC2=CC=CC=C2C1)B1OC(C(O1)(C)C)(C)C ([2-amino-6-(4,4,5,5-tetramethyl-1,3,2-dioxaborolan-2-yl)quinazolin-4-yl]-(1,3-dihydroisoindol-2-yl)methanone). The reagents and catalysts are C1=CC=C(C=C1)P([C-]2C=CC=C2)C3=CC=CC=C3.C1=CC=C(C=C1)P([C-]2C=CC=C2)C3=CC=CC=C3.Cl[Pd]Cl.[Fe+2] ([1,1′-bis(diphenylphosphino)ferrocene]-palladium(II) dichloride). The solvent is C(C)O (ethanol). Run at temperature 120 celsius. Product: NC1=NC2=CC=C(C=C2C(=N1)C(=O)N1CC2=CC=CC=C2C1)C1=C(C=CC=C1)CNCC1CC1 ((2-Amino-6-{2-[(cyclopropylmethylamino)methyl]phenyl}quinazolin-4-yl)-(1,3-dihydroisoindol-2-yl)methanone). As a reaction SMILES: Br[C:2]1[CH:13]=[CH:12][CH:11]=[CH:10][C:3]=1[CH2:4][NH:5][CH2:6][CH:7]1[CH2:9][CH2:8]1.C(=O)([O-])[O-].[K+].[K+].O.[NH2:21][C:22]1[N:31]=[C:30]([C:32]([N:34]2[CH2:42][C:41]3[C:36](=[CH:37][CH:38]=[CH:39][CH:40]=3)[CH2:35]2)=[O:33])[C:29]2[C:24](=[CH:25][CH:26]=[C:27](B3OC(C)(C)C(C)(C)O3)[CH:28]=2)[N:23]=1>C(O)C.C1C=CC(P(C2C=CC=CC=2)[C-]2C=CC=C2)=CC=1.C1C=CC(P(C2C=CC=CC=2)[C-]2C=CC=C2)=CC=1.Cl[Pd]Cl.[Fe+2]>[NH2:21][C:22]1[N:31]=[C:30]([C:32]([N:34]2[CH2:35][C:36]3[C:41](=[CH:40][CH:39]=[CH:38][CH:37]=3)[CH2:42]2)=[O:33])[C:29]2[C:24](=[CH:25][CH:26]=[C:27]([C:2]3[CH:13]=[CH:12][CH:11]=[CH:10][C:3]=3[CH2:4][NH:5][CH2:6][CH:7]3[CH2:9][CH2:8]3)[CH:28]=2)[N:23]=1 |f:1.2.3,7.8.9.10|. Procedure details: 114 mg of (2-bromobenzyl)cyclopropylmethylamine, 100 mg of potassium carbonate, 7 μl of water and 29 mg of [1,1′-bis(diphenylphosphino)ferrocene]-palladium(II) dichloride are added to a solution of 150 mg of [2-amino-6-(4,4,5,5-tetramethyl-1,3,2-dioxaborolan-2-yl)quinazolin-4-yl]-(1,3-dihydroisoindol-2-yl)methanone in 5 ml of ethanol under argon. The mixture is heated at 120° C. for 30 min; the hot mixture is filtered through kieselguhr, the filtrate is evaporated and purified by chromatography ...